This data is from the Open Reaction Database (ORD), a public repository of structured organic reaction records. The task is: describe an organic reaction: reactants, conditions, products, and yield Reactants: CC1([C@@H]([C@@H]1C#CC(=O)OCC(Cl)(Cl)Cl)C(=O)O[C@@H](C1=CC(=CC=C1)OC1=CC=CC=C1)C#N)C ((S)α-cyano-3-phenoxy-benzyl(1R,cis)2,2-dimethyl-3-(2,2,2-trichloroethoxycarbonyl-ethynyl]-cyclopropane-carboxylate), C(C)(=O)O (acetic acid). Reagents/catalysts: [Zn] (zinc). Run in O (water). Conditions: time 1 hour. Product: CC1([C@@H]([C@@H]1C#CC(=O)O)C(=O)O[C@@H](C1=CC(=CC=C1)OC1=CC=CC=C1)C#N)C ((S)α-cyano-3-phenoxy-benzyl(1R,cis)2,2-dimethyl-3-(2-carboxyethynyl)-cyclopropane-carboxylate). Yield: 96.7%. RXN SMILES: [CH3:1][C:2]1([CH3:34])[C@@H:4]([C:5]#[C:6][C:7]([O:9]CC(Cl)(Cl)Cl)=[O:8])[C@H:3]1[C:15]([O:17][C@H:18]([C:32]#[N:33])[C:19]1[CH:24]=[CH:23][CH:22]=[C:21]([O:25][C:26]2[CH:31]=[CH:30][CH:29]=[CH:28][CH:27]=2)[CH:20]=1)=[O:16].C(O)(=O)C>[Zn].O>[CH3:1][C:2]1([CH3:34])[C@@H:4]([C:5]#[C:6][C:7]([OH:9])=[O:8])[C@H:3]1[C:15]([O:17][C@H:18]([C:32]#[N:33])[C:19]1[CH:24]=[CH:23][CH:22]=[C:21]([O:25][C:26]2[CH:31]=[CH:30][CH:29]=[CH:28][CH:27]=2)[CH:20]=1)=[O:16]. Procedure details: 5.9 g of powdered zinc were added to a solution of 6.5 g of the product of Step C, 23.4 ml of acetic acid and 2.6 ml of water and the mixture was stirred for one hour and was filtered. The filtrate was decanted and the organic phase was washed with water. The combined aqueous phases were extracted with methylene chloride and the combined organic phases were dried, filtered and evaporated to dryness to obtain 4.7 g of crude (S)α-cyano-3-phenoxy-benzyl(1R,cis)2,2-dimethyl-3-(2-carboxyethynyl)-cycl... The reactants are CCCNCCC, ClCCCOc1ccc(-c2nc3ccccc3s2)cc1, Cl. The product is CCCN(CCC)CCCOc1ccc(-c2nc3ccccc3s2)cc1. As a reaction SMILES: [CH2:21]([CH2:22][CH3:23])[NH:24][CH2:25][CH2:26][CH3:27].[Cl:1][CH2:2][CH2:3][CH2:4][O:5][c:6]1[cH:7][cH:8][c:9](-[c:12]2[s:13][c:14]3[c:15]([n:16]2)[cH:17][cH:18][cH:19][cH:20]3)[cH:10][cH:11]1.[ClH:28]>>[CH2:2]([CH2:3][CH2:4][O:5][c:6]1[cH:7][cH:8][c:9](-[c:12]2[s:13][c:14]3[c:15]([n:16]2)[cH:17][cH:18][cH:19][cH:20]3)[cH:10][cH:11]1)[N:24]([CH2:21][CH2:22][CH3:23])[CH2:25][CH2:26][CH3:27]. The reactants are C(CCCCCCCCCCCCCCCCC(=O)O)(=O)O (Octadecanedioic acid), ( t ), ( m ), ( t ), ( o ), ( m ), C(CCCCCCCCCCCCCCCCC(=O)O)(=O)O (ODDA), CC(CO)CCC (2-Methylpentyl alcohol), C(CCCCCCCCCCCCCCCCC(=O)O)(=O)O (ODDA), ( m ). Run in C1(=CC=CC=C1)C (toluene). Conditions: temperature 115 celsius, time 5 hour. The product is C(CCCCCCCCCCCCCCCCC(=O)OCC(CCC)C)(=O)OCC(CCC)C (Bis(2-methylpentyl) Octadecanedioate). RXN SMILES: [C:1]([OH:22])(=[O:21])[CH2:2][CH2:3][CH2:4][CH2:5][CH2:6][CH2:7][CH2:8][CH2:9][CH2:10][CH2:11][CH2:12][CH2:13][CH2:14][CH2:15][CH2:16][CH2:17][C:18]([OH:20])=[O:19].[CH3:23][CH:24]([CH2:27][CH2:28][CH3:29])[CH2:25]O>C1(C)C=CC=CC=1>[C:1]([O:22][CH2:23][CH:24]([CH3:25])[CH2:27][CH2:28][CH3:29])(=[O:21])[CH2:2][CH2:3][CH2:4][CH2:5][CH2:6][CH2:7][CH2:8][CH2:9][CH2:10][CH2:11][CH2:12][CH2:13][CH2:14][CH2:15][CH2:16][CH2:17][C:18]([O:20][CH2:23][CH:24]([CH3:25])[CH2:27][CH2:28][CH3:29])=[O:19]. Reported procedure: Octadecanedioic acid (ODDA, 5.00 g) was added to a 100-mL three-necked round-bottom flask. A Dean-Stark condenser was attached, followed by the addition of toluene to the ODDA and to the trap. 2-Methylpentyl alcohol (5.90 mL) was added to the ODDA mixture. The flask was immediately purged with nitrogen gas and p-toluenesulfonic acid (0.17 g) was added. The reaction mixture was heated to 115° C. and the reaction proceeded for 5 hours. Heat was then removed and the reaction mixture was allowed to ... Reactants: BrB(Br)Br, ClCCl, COc1ccc(-n2c(-c3ccncc3)cnc2C)cc1, Cl, [Na+], [OH-]. Product: Cc1ncc(-c2ccncc2)n1-c1ccc(O)cc1. Reaction SMILES: [B:1]([Br:2])([Br:3])[Br:4].[CH2:28]([Cl:29])[Cl:30].[CH3:5][O:6][c:7]1[cH:8][cH:9][c:10](-[n:13]2[c:14]([CH3:24])[n:15][cH:16][c:17]2-[c:18]2[cH:19][cH:20][n:21][cH:22][cH:23]2)[cH:11][cH:12]1.[ClH:27].[Na+:26].[OH-:25]>>[OH:6][c:7]1[cH:8][cH:9][c:10](-[n:13]2[c:14]([CH3:24])[n:15][cH:16][c:17]2-[c:18]2[cH:19][cH:20][n:21][cH:22][cH:23]2)[cH:11][cH:12]1. The reactants are CN(CCCCl)C (3-dimethylaminopropyl chloride), oil, [H-].[Na+] (NaH), N1C2=C(SCC1=O)N=CC=C2 (1H-pyrido[2,3-b][1,4]thiazin-2(3H)-one). Solvent: C1(=CC=CC=C1)C (toluene), C1(=CC=CC=C1)C (toluene). Conditions: time 8 hour. Product: CN(CCCN1C2=C(SCC1=O)N=CC=C2)C (1-[3-(Dimethylamino)propyl]-1H-pyrido[2,3-b][1,4] thiazin-2(3H)-one). As a reaction SMILES: [H-].[Na+].[NH:3]1[C:8](=[O:9])[CH2:7][S:6][C:5]2[N:10]=[CH:11][CH:12]=[CH:13][C:4]1=2.[CH3:14][N:15]([CH3:20])[CH2:16][CH2:17][CH2:18]Cl>C1(C)C=CC=CC=1>[CH3:14][N:15]([CH3:20])[CH2:16][CH2:17][CH2:18][N:3]1[C:8](=[O:9])[CH2:7][S:6][C:5]2[N:10]=[CH:11][CH:12]=[CH:13][C:4]1=2 |f:0.1|. Procedure: A 50% oil dispersion of NaH (7.8 g; 0.16 mole) is added to a stirred suspension of 26 g (0.16 mole) of 1H-pyrido[2,3-b][1,4]thiazin-2(3H)-one in 525 ml of toluene and the mixture gradually warmed, effervescence occurs at about 90°. After heating to reflux for 45 minutes, the mixture is cooled to 30°, treated with 120 ml (0.22 mole) of a 1.8 N toluene solution of 3-dimethylaminopropyl chloride and refluxed for 4 hours. After standing overnight, the mixture is worked up as described in Example 1, ...